describe an organic reaction: reactants, conditions, products, and yield From a dataset of the Open Reaction Database (ORD), a public repository of structured organic reaction records. Starting materials: C(C)N(CCCNC(CCCCCCCCCCCCCCC)=O)CC (N,N-diethyl-N'-hexadecanoyl-1,3-propanediamine), Cl (hydrogen chloride). The solvent is C(C)OCC (diethyl ether). Yields the product Cl.C(C)N(CCCNC(CCCCCCCCCCCCCCC)=O)CC (N,N-Diethyl-N'-hexadecanoyl-1,3-propanediamine hydrochloride). Isolated yield 65.0%. As a reaction SMILES: [CH2:1]([N:3]([CH2:25][CH3:26])[CH2:4][CH2:5][CH2:6][NH:7][C:8](=[O:24])[CH2:9][CH2:10][CH2:11][CH2:12][CH2:13][CH2:14][CH2:15][CH2:16][CH2:17][CH2:18][CH2:19][CH2:20][CH2:21][CH2:22][CH3:23])[CH3:2].[ClH:27]>C(OCC)C>[ClH:27].[CH2:25]([N:3]([CH2:1][CH3:2])[CH2:4][CH2:5][CH2:6][NH:7][C:8](=[O:24])[CH2:9][CH2:10][CH2:11][CH2:12][CH2:13][CH2:14][CH2:15][CH2:16][CH2:17][CH2:18][CH2:19][CH2:20][CH2:21][CH2:22][CH3:23])[CH3:26] |f:3.4|. Procedure details: To a solution of N,N-diethyl-N'-hexadecanoyl-1,3-propanediamine (10.9 g, 29.6 mmole) in diethyl ether was added an ethereal solution of hydrogen chloride. The reaction mixture was placed in the refrigerator overnight. The precipitate was filtered to give the title compound (8.60 g, 65%) as a pasty solid. 1H NMR (300 MHz, CDCl3): δ0.855 (3H, t, J=6.7 Hz), 1.229 (24H, bs), 1.367 (3H, bs), 1.626 (2H, bs), 2.08 to 2.10 (2H, m), 3.153 (6H, bs), 3.414 (2H, bs), and 6 32 to 6.36 (1H, bs). Analysis calc... As a reaction SMILES: [CH2:1]([Li])[CH2:2][CH2:3][CH3:4].[PH4+].[N+:7]([C:10]1[CH:11]=[C:12]([CH:15]=[CH:16][CH:17]=1)C=O)([O-:9])=[O:8].O1CC[CH2:20][CH2:19]1>[Br-].C([P+](C1C=CC=CC=1)(C1C=CC=CC=1)C1C=CC=CC=1)CCC.CCCCCC>[CH:1]([C:12]1[CH:11]=[C:10]([N+:7]([O-:9])=[O:8])[CH:17]=[CH:16][CH:15]=1)=[CH:2][CH2:3][CH2:4][CH2:19][CH3:20] |f:4.5|. The solvent is CCCCCC (hexane). Isolated yield 90.0%. The reactants are O1CCCC1 (tetrahydrofuran), C(CCC)[Li] (n-butyl lithium), [PH4+] (phosphonium), [N+](=O)([O-])C=1C=C(C=O)C=CC1 (3-nitrobenzaldehyde), O1CCCC1 (tetrahydrofuran). Product: C(=CCCCC)C=1C=C(C=CC1)[N+](=O)[O-] (3-(1-hexenyl)nitrobenzene). Run at temperature 0 celsius. Procedure: A suspension of butyltriphenylphosphonium bromide (27.3 g, 0.067 m) in 350 ml of dry tetrahydrofuran was cooled to 0° C. under an inert atmosphere of argon. To this stirred suspension was added 0.9 equivalent (0.06 m) of n-butyl lithium in hexane with continued cooling. The mixture was stirred at 0° and as ylide formation proceeded the solid phosphonium salt dissolved with formation of a red-orange solution. After 30 minutes a solution of one equivalent of 3-nitrobenzaldehyde (10.1 g, 0.067 m) i... The reagents and catalysts are [Br-].C(CCC)[P+](C1=CC=CC=C1)(C1=CC=CC=C1)C1=CC=CC=C1 (butyltriphenylphosphonium bromide). Starting materials: C(CCC)[Li] (n-Butyllithium), BrC(=C(C1=CC=CC=C1)C1=CC=CC=C1)C1=CC=CC=C1 ((2-bromoethene-1,1,2-triyl)tribenzene), Cl (HCl), B(OCCCC)(OCCCC)OCCCC (Tributyl borate). Run in CCCCCC (hexane), C1CCOC1 (THF), O (Water). Conditions: time 1 hour. The product is C1(=CC=CC=C1)C(=C(C1=CC=CC=C1)C1=CC=CC=C1)B(O)O (1,2,2-triphenylvinylboronic acid). As a reaction SMILES: C([Li])CCC.Br[C:7]([C:21]1[CH:26]=[CH:25][CH:24]=[CH:23][CH:22]=1)=[C:8]([C:15]1[CH:20]=[CH:19][CH:18]=[CH:17][CH:16]=1)[C:9]1[CH:14]=[CH:13][CH:12]=[CH:11][CH:10]=1.[B:27](OCCCC)([O:33]CCCC)[O:28]CCCC.Cl>CCCCCC.C1COCC1.O>[C:21]1([C:7]([B:27]([OH:33])[OH:28])=[C:8]([C:15]2[CH:20]=[CH:19][CH:18]=[CH:17][CH:16]=2)[C:9]2[CH:14]=[CH:13][CH:12]=[CH:11][CH:10]=2)[CH:26]=[CH:25][CH:24]=[CH:23][CH:22]=1. Procedure: n-Butyllithium in hexane (2.5 M, 15 mL) was added slowly under nitrogen to a stirred solution of (2-bromoethene-1,1,2-triyl)tribenzene (5.00 g, 14.9 mmol) in THF (50 mL) at −78° C. and then the mixture was stirred further for 1 h. Tributyl borate (11.0 mL, 40.8 mmol) was added at −78° C. before the mixture was warmed slowly to room temperature and stirred for 8 hours. Water (100 mL) was added, followed by conc. HCl (100 mL) to acidify the mixture, which was then stirred for 2 hours. The reaction... The reactants are [BH4-].[Na+] (sodium borohydride), O=C(C(=O)OCC)C1=C(C=CC=C1)COC1OCCCC1 (ethyl 2-oxo-2-[2-(tetrahydropyran-2-yloxymethyl)phenyl]acetate), O (water). Run in CO (methanol). Conditions: time 10 minute. The product is OC(C(=O)OCC)C1=C(C=CC=C1)COC1OCCCC1 (ethyl α-hydroxy-2-(tetrahydropyran-2-yloxymethyl)phenylacetate). Yield: 90.0%. RXN SMILES: [O:1]=[C:2]([C:8]1[CH:13]=[CH:12][CH:11]=[CH:10][C:9]=1[CH2:14][O:15][CH:16]1[CH2:21][CH2:20][CH2:19][CH2:18][O:17]1)[C:3]([O:5][CH2:6][CH3:7])=[O:4].[BH4-].[Na+].O>CO>[OH:1][CH:2]([C:8]1[CH:13]=[CH:12][CH:11]=[CH:10][C:9]=1[CH2:14][O:15][CH:16]1[CH2:21][CH2:20][CH2:19][CH2:18][O:17]1)[C:3]([O:5][CH2:6][CH3:7])=[O:4] |f:1.2|. Procedure: A solution of ethyl 2-oxo-2-[2-(tetrahydropyran-2-yloxymethyl)phenyl]acetate (22.60 g, 77.3 mmol) in methanol (20 ml) was stirred at 0° C., and sodium borohydride (1.46 g, 38.6 mmol) was added to thereto. After 10 minutes, water (100 ml) was added, and the mixture was extracted with ethyl acetate and dried over anhydrous magnesium sulfate. The solvent was evaporated, and the residue was purified by column chromatography on silica gel (n-hexane/ethyl acetate=4/1) to give the desired compound ethy... Procedure: To a solution of 1,4-dioxaspiro[4.5]decane-8-carbaldehyde (1.135 g, 6.668 mmol, prepared as described in Pearson, et al. in J. Org. Chem. 1997, 62(16), 5284-5292) cooled to −78° C. under argon was added a cyclopropylmagnesium bromide (40 mL, 20 mmol, 0.5 M in THF) dropwise. After the complete addition, the reaction mixture was allowed to reach room temperature overnight. It was then re-cooled to −78° C. and quenched with saturated NaHCO3 solution and warmed to room temperature. After extraction ... Product: C1(CC1)C(O)C1CCC2(OCCO2)CC1 (cyclopropyl(1,4-dioxaspiro[4.5]decan-8-yl)methanol). As a reaction SMILES: [O:1]1[C:5]2([CH2:10][CH2:9][CH:8]([CH:11]=[O:12])[CH2:7][CH2:6]2)[O:4][CH2:3][CH2:2]1.[CH:13]1([Mg]Br)[CH2:15][CH2:14]1>>[CH:13]1([CH:11]([CH:8]2[CH2:9][CH2:10][C:5]3([O:4][CH2:3][CH2:2][O:1]3)[CH2:6][CH2:7]2)[OH:12])[CH2:15][CH2:14]1. Run at temperature -78 celsius, time 8 hour. Starting materials: O1CCOC12CCC(CC2)C=O (1,4-dioxaspiro[4.5]decane-8-carbaldehyde), C1(CC1)[Mg]Br (cyclopropylmagnesium bromide). The reactants are C(C)OC(C=CC(C(C1=CC=CC=C1)C1=CC=CC=C1)N(C)C(C1=CC(=CC(=C1)C(F)(F)F)C(F)(F)F)=O)=O (4-[N-(3,5-bistrifluoromethyl-benzoyl)-N-methylamino]-5,5-diphenyl-pent-2-enoic acid ethyl ester), [H][H] (hydrogen). The reagents and catalysts are [Pd] (palladium on activated carbon). Solvent: O1CCCC1 (tetrahydrofuran). Yields the product C(C)OC(CCC(C(C1=CC=CC=C1)C1=CC=CC=C1)N(C)C(C1=CC(=CC(=C1)C(F)(F)F)C(F)(F)F)=O)=O (4-[N-(3,5-Bistrifluoromethyl-benzoyl)-N-methyl-amino]-5,5-diphenyl-pentanoic acid ethyl ester). Reaction SMILES: [CH2:1]([O:3][C:4](=[O:39])[CH:5]=[CH:6][CH:7]([N:21]([C:23](=[O:38])[C:24]1[CH:29]=[C:28]([C:30]([F:33])([F:32])[F:31])[CH:27]=[C:26]([C:34]([F:37])([F:36])[F:35])[CH:25]=1)[CH3:22])[CH:8]([C:15]1[CH:20]=[CH:19][CH:18]=[CH:17][CH:16]=1)[C:9]1[CH:14]=[CH:13][CH:12]=[CH:11][CH:10]=1)[CH3:2].[H][H]>O1CCCC1.[Pd]>[CH2:1]([O:3][C:4](=[O:39])[CH2:5][CH2:6][CH:7]([N:21]([C:23](=[O:38])[C:24]1[CH:29]=[C:28]([C:30]([F:31])([F:32])[F:33])[CH:27]=[C:26]([C:34]([F:36])([F:37])[F:35])[CH:25]=1)[CH3:22])[CH:8]([C:15]1[CH:16]=[CH:17][CH:18]=[CH:19][CH:20]=1)[C:9]1[CH:10]=[CH:11][CH:12]=[CH:13][CH:14]=1)[CH3:2]. Reported procedure: A solution of 15.0 g (27.3 mmol) of 4-[N-(3,5-bistrifluoromethyl-benzoyl)-N-methylamino]-5,5-diphenyl-pent-2-enoic acid ethyl ester in 400 ml of tetrahydrofuran is hydrogenated with 1.5 g of 10% palladium on activated carbon under 1 atm. of hydrogen. After 4 hours the suspension is filtered over Hyflo and washed with tetrahydrofuran, and the filtrate is concentrated by evaporation. The title compound is obtained in the form of a yellow oil. TLC: ethyl acetate/hexane (1:2) Rf =0.50; Rt (HPLC)=22.... Solvent: O1CCOCC1 (dioxane). Procedure: A glass microwave reaction vessel was charged with N-(6-methoxypyridin-3-yl)-3-(2-methyl-6-(methylsulfinyl)pyrimidin-4-yl)pyrazin-2-amine (11.40 mg, 0.032 mmol) (crude product from the last step) and ammonium hydroxide, 28.0-30.0% (0.5 mL, 12.84 mmol) in dioxane (1 mL). The reaction mixture was stirred and heated in an oil bath at 100° C. for 2 h. The solvent was removed in vacuo and the residue was purified by silica gel chromatography eluting with 80% EtOAc/hexanes to give 6-(3-(6-methoxypyrid... Reactants: COC1=CC=C(C=N1)NC1=NC=CN=C1C1=NC(=NC(=C1)S(=O)C)C (N-(6-methoxypyridin-3-yl)-3-(2-methyl-6-(methylsulfinyl)pyrimidin-4-yl)pyrazin-2-amine), [OH-].[NH4+] (ammonium hydroxide). Reaction conditions: temperature 100 celsius. RXN SMILES: [CH3:1][O:2][C:3]1[N:8]=[CH:7][C:6]([NH:9][C:10]2[C:15]([C:16]3[CH:21]=[C:20](S(C)=O)[N:19]=[C:18]([CH3:25])[N:17]=3)=[N:14][CH:13]=[CH:12][N:11]=2)=[CH:5][CH:4]=1.[OH-].[NH4+:27]>O1CCOCC1>[CH3:1][O:2][C:3]1[N:8]=[CH:7][C:6]([NH:9][C:10]2[C:15]([C:16]3[N:17]=[C:18]([CH3:25])[N:19]=[C:20]([NH2:27])[CH:21]=3)=[N:14][CH:13]=[CH:12][N:11]=2)=[CH:5][CH:4]=1 |f:1.2|. Isolated yield 83.0%. Yields the product COC1=CC=C(C=N1)NC=1C(=NC=CN1)C1=CC(=NC(=N1)C)N (6-(3-(6-methoxypyridin-3-ylamino)pyrazin-2-yl)-2-methylpyrimidin-4-amine).